The task is: describe an organic reaction: reactants, conditions, products, and yield. This data is from the Open Reaction Database (ORD), a public repository of structured organic reaction records. Reactants: [Si](C)(C)(C(C)(C)C)OCCONC(C1=C(C(=C(C(=C1)C=O)F)F)NC1=C(C=C(C=C1)I)F)=O (N-[2-(t-butyldimethylsilanyloxy)-ethoxy]-3,4-difluoro-2-(2-fluoro-4-iodophenylamino)-5-formyl-benzamide), O (Water), Cl.NO (Hydroxylamine hydrochloride), C([O-])(O)=O.[Na+] (sodium bicarbonate). The solvent is C(C)O (ethanol). Run at time 2 hour. Yields the product [Si](C)(C)(C(C)(C)C)OCCONC(C1=C(C(=C(C(=C1)C=NO)F)F)NC1=C(C=C(C=C1)I)F)=O (N-[2-(t-butyldimethylsilanyloxy)-ethoxy]-3,4-difluoro-2-(2-fluoro-4-iodophenylamino)-5-(hydroxyiminomethyl)-benzamide). Isolated yield 46.4%. As a reaction SMILES: [Si:1]([O:8][CH2:9][CH2:10][O:11][NH:12][C:13](=[O:33])[C:14]1[CH:19]=[C:18]([CH:20]=O)[C:17]([F:22])=[C:16]([F:23])[C:15]=1[NH:24][C:25]1[CH:30]=[CH:29][C:28]([I:31])=[CH:27][C:26]=1[F:32])([C:4]([CH3:7])([CH3:6])[CH3:5])([CH3:3])[CH3:2].Cl.[NH2:35][OH:36].C(=O)(O)[O-].[Na+].O>C(O)C>[Si:1]([O:8][CH2:9][CH2:10][O:11][NH:12][C:13](=[O:33])[C:14]1[CH:19]=[C:18]([CH:20]=[N:35][OH:36])[C:17]([F:22])=[C:16]([F:23])[C:15]=1[NH:24][C:25]1[CH:30]=[CH:29][C:28]([I:31])=[CH:27][C:26]=1[F:32])([C:4]([CH3:6])([CH3:5])[CH3:7])([CH3:2])[CH3:3] |f:1.2,3.4|. Procedure details: N-[2-(t-butyldimethylsilanyloxy)-ethoxy]-3,4-difluoro-2-(2-fluoro-4-iodophenylamino)-5-formyl-benzamide (10.5 mg, 17.7 μmol) prepared in Process B was dissolved in ethanol (1.5 ml). Hydroxylamine hydrochloride (40 mg, 0.57 mmol) and saturated aqueous solution of sodium bicarbonate (0.3 ml) were added thereto, and the mixture was stirred at room temperature for two hours. Water (5 ml) was added to the reaction solution, which was extracted with ethyl acetate (6 ml×3). The organic layers were comb... As a reaction SMILES: CS([O:5][CH:6]1[CH2:9][N:8]([C:10]([C:12]2[O:13][C:14]([C:17]3[CH:22]=[CH:21][CH:20]=[CH:19][CH:18]=3)=[N:15][N:16]=2)=[O:11])[CH2:7]1)(=O)=O.O[C:24]1[CH:31]=[CH:30][C:27]([CH:28]=[O:29])=[CH:26][CH:25]=1.C([O-])([O-])=O.[Cs+].[Cs+].O>CC(N(C)C)=O>[C:17]1([C:14]2[O:13][C:12]([C:10]([N:8]3[CH2:9][CH:6]([O:5][C:24]4[CH:31]=[CH:30][C:27]([CH:28]=[O:29])=[CH:26][CH:25]=4)[CH2:7]3)=[O:11])=[N:16][N:15]=2)[CH:22]=[CH:21][CH:20]=[CH:19][CH:18]=1 |f:2.3.4|. Conditions: temperature 110 celsius, time 5 hour. Starting materials: O (Water), CS(=O)(=O)OC1CN(C1)C(=O)C=1OC(=NN1)C1=CC=CC=C1 (1-(5-Phenyl-1,3,4-oxadiazole-2-carbonyl)azetidin-3-yl methanesulfonate), C(=O)([O-])[O-].[Cs+].[Cs+] (Cs2CO3), OC1=CC=C(C=O)C=C1 (4-hydroxybenzaldehyde). Yields the product C1(=CC=CC=C1)C1=NN=C(O1)C(=O)N1CC(C1)OC1=CC=C(C=O)C=C1 (4-(1-(5-Phenyl-1,3,4-oxadiazole-2-carbonyl)azetidin-3-yloxy)benzaldehyde). Isolated yield 66.1%. Procedure details: Intermediate 53B (5.0 g, 15.5 mmol) was dissolved in DMA (40 mL) and 4-hydroxybenzaldehyde (2.17 g, 17.8 mmol) was added followed by Cs2CO3 (5.8 g, 17.8 mmol). The mixture was stirred at 110° C. for 5 h. Water was added and the mixture was extracted trice with DCM. The solution was filtered through a phase separator and the solvent was removed by evaporation. Ether was added to the residue and the formed solid was filtered and washed with ether. The product was dried in vacuo to give 3.58 g (66%... Run in CC(=O)N(C)C (DMA). The reactants are NC1=C(C=CC(=C1)N)CCC(=O)OCC (ethyl 3-(2,4-diaminophenyl)propanoate). The solvent is CCO (EtOH). Product: NC1=CC=C2CCC(NC2=C1)=O (7-amino-3,4-dihydro-1H-quinolin-2-one). The yield is 86.6%. RXN SMILES: [NH2:1][C:2]1[CH:7]=[C:6]([NH2:8])[CH:5]=[CH:4][C:3]=1[CH2:9][CH2:10][C:11]([O:13]CC)=O>CCO>[NH2:8][C:6]1[CH:7]=[C:2]2[C:3]([CH2:9][CH2:10][C:11](=[O:13])[NH:1]2)=[CH:4][CH:5]=1. Reported procedure: A suspension of Pd(OH)2/C (10%, 3.0 g) and (E)-ethyl 3-(2,4-dinitrophenyl)acrylate (12.0 g, 45.1 mmol) in MeOH (80 mL) was stirred at 25° C. under an atmosphere of H2 (45 psi) for 15 h. The mixture was filtered and the filtrate was concentrated in vacuo to give 3-(2,4-diamino-phenyl)-propionic acid ethyl ester (8.6 g, 98%), which was used directly in the next step without further purification. A solution of ethyl 3-(2,4-diaminophenyl)propanoate (8.6 g, 41.3 mmol) in EtOH (50 mL) was stirred at 8... The reactants are OCCN(C(CCC(=O)OCC)=O)C (ethyl 4-[(2-hydroxyethyl)(methyl)amino]-4-oxobutanoate), C(O)([O-])=O.[Na+] (sodium hydrogen carbonate), S(=S)(=O)([O-])[O-].[Na+].[Na+] (sodium thiosulfate), CC(=O)OI1(C=2C=CC=CC2C(=O)O1)(OC(=O)C)OC(=O)C (Dess-Martin Periodinane). Run in C(Cl)Cl (methylene chloride). Conditions: time 30 minute. Yields the product CN(C(CCC(=O)OCC)=O)CC=O (ethyl 4-[methyl(2-oxoethyl)amino]-4-oxobutanoate). The yield is 38.0%. RXN SMILES: [OH:1][CH2:2][CH2:3][N:4]([CH3:14])[C:5](=[O:13])[CH2:6][CH2:7][C:8]([O:10][CH2:11][CH3:12])=[O:9].CC(OI1(OC(C)=O)(OC(C)=O)OC(=O)C2C=CC=CC1=2)=O.C(=O)([O-])O.[Na+].S([O-])([O-])(=O)=S.[Na+].[Na+]>C(Cl)Cl>[CH3:14][N:4]([CH2:3][CH:2]=[O:1])[C:5](=[O:13])[CH2:6][CH2:7][C:8]([O:10][CH2:11][CH3:12])=[O:9] |f:2.3,4.5.6|. Procedure details: To a mixture of 11.9 g of ethyl 4-[(2-hydroxyethyl)(methyl)amino]-4-oxobutanoate and 120 mL of methylene chloride was added slowly 26.0 g of Dess-Martin Periodinane under ice cooling, and the mixture was allowed to warm to room temperature over 3 hours. An aqueous sodium hydrogen carbonate solution and an aqueous sodium thiosulfate solution were added to the reaction mixture, followed by stirring for 30 minutes at room temperature. An aqueous layer was extracted with methylene chloride, the orga... Starting materials: NOS(=O)(=O)O (Hydroxylamine-o-sulfonic acid), NC=1C2=CC=CC=C2N=C2CCC3=C(C12)NN=C3 (11-amino-4,5-dihydro-1H-pyrazolo[3,4-a]acridine), [OH-].[Na+] (sodium hydroxide), C(C)O (ethanol). Run in O (water). The product is NC=1C2=CC=CC=C2N=C2C(CC=3C(C12)=NN(C3)N=CC3=CC=CC=C3)C(O)C3=CC=CC=C3 (11-Amino-2-benzylideneamino-4,5-dihydro-α-phenyl-2-H pyrazolo[3,4-a]acridine-5-methanol). Reaction SMILES: [NH2:1][C:2]1[C:3]2[C:8]([N:9]=[C:10]3[C:15]=1[C:14]1[NH:16][N:17]=[CH:18][C:13]=1[CH2:12][CH2:11]3)=[CH:7][CH:6]=[CH:5][CH:4]=2.[OH-].[Na+].[CH2:21]([OH:23])[CH3:22].NOS(O)(=O)=O>O>[NH2:1][C:2]1[C:3]2[C:8]([N:9]=[C:10]3[C:15]=1[C:14]1=[N:16][N:17]([N:1]=[CH:2][C:15]4[CH:14]=[CH:13][CH:12]=[CH:11][CH:10]=4)[CH:18]=[C:13]1[CH2:12][CH:11]3[CH:21]([C:22]1[CH:7]=[CH:8][CH:3]=[CH:4][CH:5]=1)[OH:23])=[CH:7][CH:6]=[CH:5][CH:4]=2 |f:1.2|. Reported procedure: To a warm suspension (50° C.) of 11-amino-4,5-dihydro-1H-pyrazolo[3,4-a]acridine (26.77 g) and solid sodium hydroxide (24.9 g) in water (377 ml) was added ethanol (1133 ml). Hydroxylamine-o-sulfonic acid (34.27 g) was added in portions over 15 minutes and the reaction was cooled to room temperature. The resulting solid was filtered, washed with water, air dried, heated with excess benzaldehyde, filtered to remove insolubles, concentrated, and triturated (diethyl ether) to yield 10.32 g of a mixt... The reactants are BrC1=C(C=CC=C1C(C)C)C(C)C (2-bromo-1,3-diisopropylbenzene), C(=O)N1CCCCC1 (N-formylpiperdine), Cl (hydrochloric acid), solution, C(CCC)[Li] (butyllithium). Run in O1CCCC1 (tetrahydrofuran), O1CCCC1 (tetrahydrofuran), CCCCCC (hexane). Reaction conditions: time 30 minute. Yields the product C(C)(C)C1=C(C=O)C(=CC=C1)C(C)C (2,6-diisopropylbenzaldehyde). The yield is 52.2%. As a reaction SMILES: C([Li])CCC.Br[C:7]1[C:12]([CH:13]([CH3:15])[CH3:14])=[CH:11][CH:10]=[CH:9][C:8]=1[CH:16]([CH3:18])[CH3:17].[CH:19](N1CCCCC1)=[O:20].Cl>CCCCCC.O1CCCC1>[CH:16]([C:8]1[CH:9]=[CH:10][CH:11]=[C:12]([CH:13]([CH3:15])[CH3:14])[C:7]=1[CH:19]=[O:20])([CH3:18])[CH3:17]. Reported procedure: 6.8 ml of a 1.6M solution of butyllithium in hexane was added dropwise at -78° C. while stirring to a solution of 2.6 g of 2-bromo-1,3-diisopropylbenzene in 16 ml of tetrahydrofuran. The mixture was stirred at the same temperature for 30 minutes and thereafter treated with a solution of 1.3 g of N-formylpiperdine in 1.5 ml of tetrahydrofuran. Thereafter, the mixture was left to warm to room temperature over a period of 6 hours. The mixture was cooled to 0° C. and treated with 12 ml of 3N hydroch... Reactants: O.[OH-].[Li+] (Lithium hydroxide monohydrate), C(C1=CC=CC=C1)OC1=C(C=C(C=C1)C1=C(C(=O)[O-])C=CC=C1)[N+](=O)[O-] (4-(Benzyloxy)-3-nitro-phenylbenzoate), Cl (HCl), C1CCOC1 (THF). The solvent is CO (methanol), O (water). Conditions: time 8 hour. Yields the product C(C1=CC=CC=C1)OC1=C(C=C(C=C1)O)[N+](=O)[O-] (4-(Benzyloxy)-3-nitrophenol). Yield: 95.0%. As a reaction SMILES: O.[OH-].[Li+].[CH2:4]([O:11][C:12]1[CH:17]=[CH:16][C:15](C2C=CC=CC=2C([O-])=O)=[CH:14][C:13]=1[N+:27]([O-:29])=[O:28])[C:5]1[CH:10]=[CH:9][CH:8]=[CH:7][CH:6]=1.C1C[O:33]CC1.Cl>CO.O>[CH2:4]([O:11][C:12]1[CH:17]=[CH:16][C:15]([OH:33])=[CH:14][C:13]=1[N+:27]([O-:29])=[O:28])[C:5]1[CH:10]=[CH:9][CH:8]=[CH:7][CH:6]=1 |f:0.1.2|. Reported procedure: Lithium hydroxide monohydrate (5.632 g, 134.2 mmol) was added to a stirred solution of compound 53 (2.343 g, 6.71 mmol) in 150 ml methanol and 50 ml water. THF (50 ml) was added after 20 minutes to increase solubility. The reaction mixture was stirred overnight and was then acidified with concentrated HCl. The reaction mixture was extracted five times with dichloromethane, and the combined organic layers were washed with brine and dried over MgSO4. The crude product was purified via flash chroma... Solvent: CN(C)C=O (DMF), CN(C)C=O (DMF). Procedure details: 4 mg of lithium chloride and 1.0 ml of DMF were placed in a 20 ml-three necked flask. Under refluxing and stirring in nitrogen atmosphere, a solution of 0.97 g (3.92 mM) of 4-octyloxyphenyl isocyanate and 0.80 g (3.92 mM) of (-)-4-hexylstyrene oxide in 1.8 ml of DMF was added dropwise to the mixture in 5 minutes, followed by refluxing for 5 minutes under stirring. After the reaction, the reaction mixture was cooled to room temperature and poured into ice water to precipitate a crystal. The cryst... Starting materials: C(CCCCCCC)OC1=CC=C(C=C1)N=C=O (4-octyloxyphenyl isocyanate), C(CCCCC)C1=CC=C(C2CO2)C=C1 ((-)-4-hexylstyrene oxide), [Cl-].[Li+] (lithium chloride), ice water. Reaction SMILES: [Cl-].[Li+].C(O[C:12]1[CH:17]=[CH:16][C:15]([N:18]=[C:19]=[O:20])=[CH:14][CH:13]=1)CCCCCCC.[CH2:21]([C:27]1[CH:35]=[CH:34][C:30]([CH:31]2[O:33][CH2:32]2)=[CH:29][CH:28]=1)[CH2:22][CH2:23][CH2:24][CH2:25][CH3:26]>CN(C=O)C>[CH2:28]([C:12]1[CH:13]=[CH:14][C:15]([N:18]2[CH2:32][CH:31]([C:30]3[CH:34]=[CH:35][C:27]([CH2:21][CH2:22][CH2:23][CH2:24][CH2:25][CH3:26])=[CH:28][CH:29]=3)[O:33][C:19]2=[O:20])=[CH:16][CH:17]=1)[CH2:27][CH2:21][CH2:22][CH2:23][CH2:24][CH2:25][CH3:26] |f:0.1|. The yield is 14.1%. Yields the product C(CCCCCCC)C1=CC=C(C=C1)N1C(OC(C1)C1=CC=C(C=C1)CCCCCC)=O (3-(4-octylphenyl)-5-(4-hexylphenyl)-2-oxazolidinone). The product is COc1ccccc1OCC(O)CCCl. RXN SMILES: [CH3:1][O:2][c:3]1[cH:4][cH:5][cH:6][cH:7][c:8]1[OH:9].[CH:20]([OH:21])([CH3:22])[CH3:23].[Cl:13][CH2:14][CH:15]([CH2:16][CH2:17][Cl:18])[OH:19].[Na+:11].[OH-:10].[OH2:12]>>[CH3:1][O:2][c:3]1[cH:4][cH:5][cH:6][cH:7][c:8]1[O:9][CH2:14][CH:15]([CH2:16][CH2:17][Cl:18])[OH:19]. The reactants are COc1ccccc1O, CC(C)O, OC(CCl)CCCl, [Na+], [OH-], O. The reactants are CN(C)CC1N(CCN(C1)CC1=CC=CC=C1)CC1=CC=CC=C1 (2-dimethylaminomethyl-1,4-bis(phenylmethyl)piperazine). The reagents and catalysts are [Pd] (palladium on carbon). Run in C(C)O (ethanol), C1CCCCC1 (cyclohexane), C(C)(=O)O (acetic acid). Yields the product CN(CC1NCCNC1)C (N,N-dimethyl-2-piperazinemethanamine). Reaction SMILES: [CH3:1][N:2]([CH2:4][CH:5]1[CH2:10][N:9](CC2C=CC=CC=2)[CH2:8][CH2:7][N:6]1CC1C=CC=CC=1)[CH3:3]>C(O)C.C1CCCCC1.C(O)(=O)C.[Pd]>[CH3:1][N:2]([CH3:3])[CH2:4][CH:5]1[CH2:10][NH:9][CH2:8][CH2:7][NH:6]1. Procedure details: A 4.7 g portion of 2-dimethylaminomethyl-1,4-bis(phenylmethyl)piperazine was dissolved in a mixture of 50 ml of ethanol, 20 ml of cyclohexane and 10 ml of glacial acetic acid. A 2.0 g portion of 10% palladium on carbon was added, the mixture was refluxed overnight and then filtered. The filtrate was evaporated, 5 ml of saturated aqueous potassium bicarbonate was added to the residue and this was extracted several times with dichloromethane. The extracts were combined, dried, filtered and evapora...